Dataset: the Open Reaction Database (ORD), a public repository of structured organic reaction records. Task: describe an organic reaction: reactants, conditions, products, and yield The reactants are CC(=O)O[BH-](OC(C)=O)OC(C)=O, CC(C)(C)N1CCC(=O)CC1, NCc1ccccc1, CC(=O)O, ClCCl, [Na+]. The product is CC(C)(C)N1CCC(NCc2ccccc2)CC1. As a reaction SMILES: [C:23]([O:24][BH-:25]([O:26][C:27](=[O:28])[CH3:29])[O:30][C:31](=[O:32])[CH3:33])(=[O:34])[CH3:35].[C:4]([CH3:5])([CH3:6])([CH3:7])[N:8]1[CH2:9][CH2:10][C:11](=[O:14])[CH2:12][CH2:13]1.[CH2:15]([c:16]1[cH:17][cH:18][cH:19][cH:20][cH:21]1)[NH2:22].[CH3:37][C:38](=[O:39])[OH:40].[Cl:1][CH2:2][Cl:3].[Na+:36]>>[C:4]([CH3:5])([CH3:6])([CH3:7])[N:8]1[CH2:9][CH2:10][CH:11]([NH:22][CH2:15][c:16]2[cH:17][cH:18][cH:19][cH:20][cH:21]2)[CH2:12][CH2:13]1. Reaction SMILES: [CH3:1][O:2][C:3]([CH:4]([CH2:5][CH:6]1[CH2:7][CH2:8][CH2:9][CH2:10][CH2:11]1)[N:12]1[C:13](=[O:25])[CH:14]=[C:15]([O:17][c:18]2[cH:19][c:20]([F:24])[cH:21][cH:22][cH:23]2)[CH2:16]1)=[O:26].[Li+:27].[O:30]1[CH2:31][CH2:32][CH2:33][CH2:34]1.[OH-:28].[OH2:29]>>[O:2]=[C:3]([CH:4]([CH2:5][CH:6]1[CH2:7][CH2:8][CH2:9][CH2:10][CH2:11]1)[N:12]1[C:13](=[O:25])[CH:14]=[C:15]([O:17][c:18]2[cH:19][c:20]([F:24])[cH:21][cH:22][cH:23]2)[CH2:16]1)[OH:26]. Starting materials: COC(=O)C(CC1CCCCC1)N1CC(Oc2cccc(F)c2)=CC1=O, [Li+], C1CCOC1, [OH-], O. Yields the product O=C(O)C(CC1CCCCC1)N1CC(Oc2cccc(F)c2)=CC1=O. The reactants are C(CC)(=O)N(CCCC(=O)O)C(C1=CC=CC=C1)C1=CC=CC=C1 (N-propionyl-4-benzhydrylaminobutyric acid), C(C)O (ethanol), C(C1=CC=CC=C1)(C1=CC=CC=C1)NCCCCC(=O)OCC (ethyl 5-benzhydrylaminovalerate), [OH-].[K+] (potassium hydroxide). Run at time 12 hour. The product is C(CC)(=O)N(CCCC(=O)N(CCCCC(=O)O)C(C1=CC=CC=C1)C1=CC=CC=C1)C(C1=CC=CC=C1)C1=CC=CC=C1 (N-[N-propionyl-4-benzhydrylaminobutyryl]-5-benzhydrylaminovaleric acid). Reaction SMILES: [C:1]([N:5]([CH:12]([C:19]1[CH:24]=[CH:23][CH:22]=[CH:21][CH:20]=1)[C:13]1[CH:18]=[CH:17][CH:16]=[CH:15][CH:14]=1)[CH2:6][CH2:7]CC(O)=O)(=O)[CH2:2][CH3:3].[CH:25]([NH:38][CH2:39][CH2:40][CH2:41][CH2:42][C:43]([O:45]CC)=[O:44])([C:32]1[CH:37]=[CH:36][CH:35]=[CH:34][CH:33]=1)[C:26]1[CH:31]=[CH:30][CH:29]=[CH:28][CH:27]=1.[OH-:48].[K+].[CH2:50]([OH:52])[CH3:51]>>[C:1]([N:5]([CH:12]([C:19]1[CH:20]=[CH:21][CH:22]=[CH:23][CH:24]=1)[C:13]1[CH:14]=[CH:15][CH:16]=[CH:17][CH:18]=1)[CH2:6][CH2:7][CH2:51][C:50]([N:38]([CH:25]([C:26]1[CH:31]=[CH:30][CH:29]=[CH:28][CH:27]=1)[C:32]1[CH:33]=[CH:34][CH:35]=[CH:36][CH:37]=1)[CH2:39][CH2:40][CH2:41][CH2:42][C:43]([OH:45])=[O:44])=[O:52])(=[O:48])[CH2:2][CH3:3] |f:2.3|. Reported procedure: Analogously to Example 1, by using equivalent quantities, reacting N-propionyl-4-benzhydrylaminobutyric acid and ethyl 5-benzhydrylaminovalerate and suitable processing, dissolving the evaporation residue in ethanol, adding an ethanolic solution of potassium hydroxide, stirring for 12 hours at room temperature and further processing yields N-[N-propionyl-4-benzhydrylaminobutyryl]-5-benzhydrylaminovaleric acid. Reactants: [Al+3], C1CCOC1, CCOC(=O)C1(N2CCN(S(=O)(=O)c3ccccc3Cl)CC2)CCC1, [H-], [H-], [H-], [H-], [Li+]. Product: O=S(=O)(c1ccccc1Cl)N1CCN(C2(CO)CCC2)CC1. Reaction SMILES: [Al+3:27].[CH2:32]1[O:33][CH2:34][CH2:35][CH2:36]1.[Cl:1][c:2]1[c:3]([S:8](=[O:9])(=[O:10])[N:11]2[CH2:12][CH2:13][N:14]([C:17]3([C:21](=[O:22])[O:23][CH2:24][CH3:25])[CH2:18][CH2:19][CH2:20]3)[CH2:15][CH2:16]2)[cH:4][cH:5][cH:6][cH:7]1.[H-:26].[H-:29].[H-:30].[H-:31].[Li+:28]>>[Cl:1][c:2]1[c:3]([S:8](=[O:9])(=[O:10])[N:11]2[CH2:12][CH2:13][N:14]([C:17]3([CH2:21][OH:22])[CH2:18][CH2:19][CH2:20]3)[CH2:15][CH2:16]2)[cH:4][cH:5][cH:6][cH:7]1.